From a dataset of the Open Reaction Database (ORD), a public repository of structured organic reaction records. describe an organic reaction: reactants, conditions, products, and yield The reactants are C(=O)C1=C(C=CC=C1)N(S(=O)(=O)C1=CC=C(C=C1)C(F)(F)F)C (N-(2-formylphenyl)-N-methyl-4-(trifluoromethyl)benzenesulfonamide), O.NN (hydrazine monohydrate). Run in C(C)O (ethanol). Conditions: time 8 hour. The product is N(N)=CC1=C(C=CC=C1)N(S(=O)(=O)C1=CC=C(C=C1)C(F)(F)F)C (N{2-[hydrazonomethyl]phenyl}-N-methyl-4-(trifluoromethyl)benzenesulfonamide). Isolated yield 86.3%. As a reaction SMILES: [CH:1]([C:3]1[CH:8]=[CH:7][CH:6]=[CH:5][C:4]=1[N:9]([CH3:23])[S:10]([C:13]1[CH:18]=[CH:17][C:16]([C:19]([F:22])([F:21])[F:20])=[CH:15][CH:14]=1)(=[O:12])=[O:11])=O.O.[NH2:25][NH2:26]>C(O)C>[N:25](=[CH:1][C:3]1[CH:8]=[CH:7][CH:6]=[CH:5][C:4]=1[N:9]([CH3:23])[S:10]([C:13]1[CH:18]=[CH:17][C:16]([C:19]([F:22])([F:21])[F:20])=[CH:15][CH:14]=1)(=[O:12])=[O:11])[NH2:26] |f:1.2|. Reported procedure: A solution of N-(2-formylphenyl)-N-methyl-4-(trifluoromethyl)benzenesulfonamide (0.40 g, 1.2 mmol) in ethanol (13 mL) is treated with hydrazine monohydrate (69 □L, 1.6 mmol). The reaction is stirred at rt overnight. The reaction is concentrated, taken up in ether-hexane, filtered and evaporated. An 87% yield (0.37 g) of N{2-[hydrazonomethyl]phenyl}-N-methyl-4-(trifluoromethyl)benzenesulfonamide is obtained. The reactants are Cl.Cl.COC([C@@H](N)CCCCN)=O (L-lysine methyl ester dihydrochloride), [OH-].[Na+] (sodium hydroxide). Solvent: CO (methanol). Conditions: temperature 110 celsius. Yields the product N[C@@H](CCCCN)C(=O)O (L-lysine). Reaction SMILES: Cl.Cl.C[O:4][C:5](=[O:13])[C@H:6]([CH2:8][CH2:9][CH2:10][CH2:11][NH2:12])[NH2:7].[OH-].[Na+]>CO>[NH2:7][C@H:6]([C:5]([OH:13])=[O:4])[CH2:8][CH2:9][CH2:10][CH2:11][NH2:12] |f:0.1.2,3.4|. Procedure: 20.88 Grams (90 mmol) of L-lysine methyl ester dihydrochloride was dissolved in 18 ml of methanol, and 45 ml of 2 N aqueous sodium hydroxide solution was added thereto to prepare a treating agent solution. An untreated cotton cloth (480 mm×510 mm, 45 g) was allowed to uniformly absorb the total amount of the above treating agent solution and then air-dried for 2 hours at room temperature. The dried cloth was heat-treated for 20 minutes at 140° C. in a batch type hot air oven (“IPHH-2000”, an ine... Procedure details: 27.0 parts of triethoxysilane, 0.05 parts phenothiazine, and 250 ppm hexachloroplatinic acid were charged to a three-neck 100 ml round bottom flask equipped with a magnetic stirrer, thermometer, addition funnel, and water condenser with a nitrogen by-pass. 18.4 parts of allylpentachlorophenyl ether prepared as described above was then added to the dropping funnel. Flask contents were heated to 80° C. at which point the allylpentachlorophenyl ether was added dropwise keeping the exotherm below 10... The reactants are C(C=C)C1(C(C(=C(C(=C1Cl)Cl)Cl)Cl)Cl)OC1(C(C(=C(C(=C1Cl)Cl)Cl)Cl)Cl)CC=C (allylpentachlorophenyl ether), C(C)O[SiH](OCC)OCC (triethoxysilane), C1=CC=CC=2SC3=CC=CC=C3NC12 (phenothiazine), C(C=C)C1(C(C(=C(C(=C1Cl)Cl)Cl)Cl)Cl)OC1(C(C(=C(C(=C1Cl)Cl)Cl)Cl)Cl)CC=C (allylpentachlorophenyl ether). The reagents and catalysts are [H+].[H+].Cl[Pt-2](Cl)(Cl)(Cl)(Cl)Cl (hexachloroplatinic acid). RXN SMILES: [CH2:1]([O:3][SiH:4]([O:8][CH2:9][CH3:10])[O:5][CH2:6][CH3:7])[CH3:2].C1C2NC3C(=CC=CC=3)SC=2C=CC=1.C([C:28]1([O:39][C:40]2(CC=C)C(Cl)=C(Cl)C(Cl)=[C:42](Cl)[CH:41]2Cl)[C:33]([Cl:34])=[C:32]([Cl:35])[C:31]([Cl:36])=[C:30]([Cl:37])[CH:29]1[Cl:38])C=C>[H+].[H+].Cl[Pt-2](Cl)(Cl)(Cl)(Cl)Cl>[Cl:34][C:33]1[C:28]([O:39][CH2:40][CH2:41][CH2:42][Si:4]([O:8][CH2:9][CH3:10])([O:5][CH2:6][CH3:7])[O:3][CH2:1][CH3:2])=[C:29]([Cl:38])[C:30]([Cl:37])=[C:31]([Cl:36])[C:32]=1[Cl:35] |f:3.4.5|. Reaction conditions: temperature 90 celsius. Product: ClC1=C(C(=C(C(=C1OCCC[Si](OCC)(OCC)OCC)Cl)Cl)Cl)Cl (3-(pentachlorophenoxy)propyltriethoxysilane). Reactants: ClC1=NC2=CC=CC=C2C(=C1)N1CC2=CC=CC=C2CC1 (2-chloro-4-(3,4-dihydro-1H-isoquinolin-2-yl)-quinoline), C(O)CN (ethanolamine). The product is Cl.C1N(CCC2=CC=CC=C12)C1=CC(=NC2=CC=CC=C12)NCCO (2-[4-(3,4-Dihydro-1H-isoquinolin-2-yl)-quinolin-2-ylamino]-ethanol hydrochloride). Reaction SMILES: [Cl:1][C:2]1[CH:11]=[C:10]([N:12]2[CH2:21][CH2:20][C:19]3[C:14](=[CH:15][CH:16]=[CH:17][CH:18]=3)[CH2:13]2)[C:9]2[C:4](=[CH:5][CH:6]=[CH:7][CH:8]=2)[N:3]=1.[CH2:22]([CH2:24][NH2:25])[OH:23]>>[ClH:1].[CH2:13]1[C:14]2[C:19](=[CH:18][CH:17]=[CH:16][CH:15]=2)[CH2:20][CH2:21][N:12]1[C:10]1[C:9]2[C:4](=[CH:5][CH:6]=[CH:7][CH:8]=2)[N:3]=[C:2]([NH:25][CH2:24][CH2:22][OH:23])[CH:11]=1 |f:2.3|. Procedure details: The title compound, MS: m/e=320.3 (M+H+), was prepared from 2-chloro-4-(3,4-dihydro-1H-isoquinolin-2-yl)-quinoline and ethanolamine.